Dataset: the Open Reaction Database (ORD), a public repository of structured organic reaction records. Task: describe an organic reaction: reactants, conditions, products, and yield Reactants: C(C)(=O)C1=C(C(=C(OCC=2C=C(C=CC2)NC(C2=CC(=CC=C2)C#N)=O)C=C1)CCC)O (N-[3-(4-acetyl-3-hydroxy-2-propyl-phenoxymethyl)-phenyl]-3-cyano-benzamide), [N-]=[N+]=[N-].[Na+] (sodium azide), [Cl-].[NH4+] (ammonium chloride). Solvent: CN(C=O)C (dimethylformamide), O (water). The yield is 32.7%. Yields the product C(C)(=O)C1=C(C(=C(OCC=2C=C(C=CC2)NC(C2=CC(=CC=C2)C=2N=NNN2)=O)C=C1)CCC)O (N-[3-(4-acetyl-3-hydroxy-2-propyl-phenoxymethyl)-phenyl]-3-(2H-tetrazol-5-yl)-benzamide). Reaction SMILES: [C:1]([C:4]1[CH:28]=[CH:27][C:7]([O:8][CH2:9][C:10]2[CH:11]=[C:12]([NH:16][C:17](=[O:26])[C:18]3[CH:23]=[CH:22][CH:21]=[C:20]([C:24]#[N:25])[CH:19]=3)[CH:13]=[CH:14][CH:15]=2)=[C:6]([CH2:29][CH2:30][CH3:31])[C:5]=1[OH:32])(=[O:3])[CH3:2].[N-:33]=[N+:34]=[N-:35].[Na+].[Cl-].[NH4+]>CN(C)C=O.O>[C:1]([C:4]1[CH:28]=[CH:27][C:7]([O:8][CH2:9][C:10]2[CH:11]=[C:12]([NH:16][C:17](=[O:26])[C:18]3[CH:23]=[CH:22][CH:21]=[C:20]([C:24]4[N:33]=[N:34][NH:35][N:25]=4)[CH:19]=3)[CH:13]=[CH:14][CH:15]=2)=[C:6]([CH2:29][CH2:30][CH3:31])[C:5]=1[OH:32])(=[O:3])[CH3:2] |f:1.2,3.4|. Procedure: Heat a mixture of N-[3-(4-acetyl-3-hydroxy-2-propyl-phenoxymethyl)-phenyl]-3-cyano-benzamide (876 mg, 2.04 mmol), sodium azide (1.32 g, 20.4 mmol), and ammonium chloride (1.09 g, 20.4 mmol) in dimethylformamide (10 mL) at 110° C. overnight. Cool. Dilute with water (120 mL). Filter, and wash several times with water. Dry. Dissolve the residue in hot acetone (20 mL) and purify via chromatography, eluting with 1:1 hexanes:acetone with 1% acetic acid to afford the title compound as a light yellow po... The reactants are ClC1=NC(=CC=C1)F (2-chloro-6-fluoropyridine), [Cl-].[NH4+] (ammonium chloride), CON(C(C1=CC=CC=C1)=O)C (N-methoxy-N-methylbenzamide). The solvent is O1CCCC1 (tetrahydrofuran), C(C)(C)[N-]C(C)C.[Li+] (lithium diisopropylamide). Reaction conditions: time 30 minute. Yields the product ClC1=CC=C2C(=N1)NN=C2C2=CC=CC=C2 (6-Chloro-3-phenyl-1H-pyrazolo[3,4-b]pyridine). RXN SMILES: [Cl:1][C:2]1[CH:7]=[CH:6][CH:5]=[C:4](F)[N:3]=1.CO[N:11](C)[C:12](=O)[C:13]1[CH:18]=[CH:17][CH:16]=[CH:15][CH:14]=1.[Cl-].[NH4+:22]>O1CCCC1.C([N-]C(C)C)(C)C.[Li+]>[Cl:1][C:2]1[N:3]=[C:4]2[NH:22][N:11]=[C:12]([C:13]3[CH:18]=[CH:17][CH:16]=[CH:15][CH:14]=3)[C:5]2=[CH:6][CH:7]=1 |f:2.3,5.6|. Reported procedure: To a solution of 2-chloro-6-fluoropyridine (1.0 g, manufactured by Matrix Chemical LLC) in tetrahydrofuran (40 mL, manufactured by Kanto Chemical Co., Inc.), lithium diisopropylamide (23% solution in tetrahydrofuran/ethylbenzene/heptane, 5.07 mL, manufactured by Sigma-Aldrich Corp.) was added dropwise at −78° C., and the mixture was stirred for 30 minutes. Subsequently, N-methoxy-N-methylbenzamide (1.27 mL, manufactured by Sigma-Aldrich Corp.) was added thereto at the same temperature, and while... The reactants are C(C)(=O)OC[C@@H](C)N1C(C2=CC=C(C(=C2C=C1)C(NCC1(CCCCCC1)O)=O)Cl)=O ((R)-2-(6-Chloro-5-((1-hydroxycycloheptyl)methylcarbamoyl)-1-oxoisoquinolin-2(1H)-yl)propyl acetate), C([O-])([O-])=O.[K+].[K+] (potassium carbonate), CO (methanol). Product: ClC1=C(C=2C=CN(C(C2C=C1)=O)[C@@H](CO)C)C(=O)NCC1(CCCCCC1)O ((R)-6-Chloro-N-((1-hydroxycycloheptyl)methyl)-2-(1-hydroxypropan-2-yl)-1-oxo-1,2-dihydroisoquinoline-5-carboxamide). Reaction SMILES: C([O:4][CH2:5][C@H:6]([N:8]1[CH:17]=[CH:16][C:15]2[C:10](=[CH:11][CH:12]=[C:13]([Cl:30])[C:14]=2[C:18](=[O:29])[NH:19][CH2:20][C:21]2([OH:28])[CH2:27][CH2:26][CH2:25][CH2:24][CH2:23][CH2:22]2)[C:9]1=[O:31])[CH3:7])(=O)C.C(=O)([O-])[O-].[K+].[K+].CO>>[Cl:30][C:13]1[CH:12]=[CH:11][C:10]2[C:9](=[O:31])[N:8]([C@H:6]([CH3:7])[CH2:5][OH:4])[CH:17]=[CH:16][C:15]=2[C:14]=1[C:18]([NH:19][CH2:20][C:21]1([OH:28])[CH2:27][CH2:26][CH2:25][CH2:24][CH2:23][CH2:22]1)=[O:29] |f:1.2.3|. Procedure: A mixture of (R)-2-(6-Chloro-5-((1-hydroxycycloheptyl)methylcarbamoyl)-1-oxoisoquinolin-2(1H)-yl)propyl acetate (620 mg, 0.0012 mol) and potassium carbonate (300 mg, 0.002 mol) was stirred in methanol (50 mL, 1 mol) at room temperature for 1 h. The mixture was concentrated, and the residue was purified by reverse phase preparative HPLC and then by flash chromatography to afford the desired product as a white solid. Reactants: CCO, FC(F)(F)c1ccc2sc(C3CCNCC3)nc2c1, CC(=O)N1CCc2c(c(-c3ccc(C(F)(F)F)cc3)nn2CC2CO2)C1. Yields the product CC(=O)N1CCc2c(c(-c3ccc(C(F)(F)F)cc3)nn2CC(O)CN2CCC(c3nc4cc(C(F)(F)F)ccc4s3)CC2)C1. Reaction SMILES: [CH3:46][CH2:47][OH:48].[NH:1]1[CH2:2][CH2:3][CH:4]([c:7]2[s:8][c:9]3[c:10]([n:11]2)[cH:12][c:13]([C:16]([F:17])([F:18])[F:19])[cH:14][cH:15]3)[CH2:5][CH2:6]1.[O:20]1[CH:21]([CH2:23][n:24]2[n:25][c:26](-[c:36]3[cH:37][cH:38][c:39]([C:42]([F:43])([F:44])[F:45])[cH:40][cH:41]3)[c:27]3[c:32]2[CH2:31][CH2:30][N:29]([C:33]([CH3:34])=[O:35])[CH2:28]3)[CH2:22]1>>[N:1]1([CH2:22][CH:21]([OH:20])[CH2:23][n:24]2[n:25][c:26](-[c:36]3[cH:37][cH:38][c:39]([C:42]([F:43])([F:44])[F:45])[cH:40][cH:41]3)[c:27]3[c:32]2[CH2:31][CH2:30][N:29]([C:33]([CH3:34])=[O:35])[CH2:28]3)[CH2:2][CH2:3][CH:4]([c:7]2[s:8][c:9]3[c:10]([n:11]2)[cH:12][c:13]([C:16]([F:17])([F:18])[F:19])[cH:14][cH:15]3)[CH2:5][CH2:6]1. Reactants: CCOC(=O)CBr, N#Cc1ccccc1N, CCO, O=C(O)C(F)(F)F, [I-], [Na+], [Na+], O=C([O-])O, O. The product is CCOC(=O)CNc1ccccc1C#N. As a reaction SMILES: [Br:10][CH2:11][C:12](=[O:13])[O:14][CH2:15][CH3:16].[C:1]([c:2]1[c:3]([NH2:4])[cH:5][cH:6][cH:7][cH:8]1)#[N:9].[CH3:32][CH2:33][OH:34].[F:24][C:25]([F:26])([F:27])[C:28]([OH:29])=[O:30].[I-:23].[Na+:21].[Na+:22].[O-:17][C:18]([OH:19])=[O:20].[OH2:31]>>[C:1]([c:2]1[c:3]([NH:4][CH2:11][C:12](=[O:13])[O:14][CH2:15][CH3:16])[cH:5][cH:6][cH:7][cH:8]1)#[N:9]. Reactants: CO, Cl, [Na+], [OH-], O, COC(=O)C(O)C1(O)CCC2C3CCC4=CC(=O)C=CC4(C)C3C(O)CC21C. Yields the product CC12C=CC(=O)C=C1CCC1C2C(O)CC2(C)C1CCC2(O)C(O)C(=O)O. As a reaction SMILES: [CH3:33][OH:34].[ClH:31].[Na+:30].[OH-:29].[OH2:32].[OH:1][CH:2]1[CH:3]2[C:4]3([CH3:28])[CH:5]=[CH:6][C:7](=[O:27])[CH:8]=[C:9]3[CH2:10][CH2:11][CH:12]2[CH:13]2[CH2:14][CH2:15][C:16]([CH:17]([C:18](=[O:19])[O:20][CH3:21])[OH:22])([OH:26])[C:23]2([CH3:25])[CH2:24]1>>[OH:1][CH:2]1[CH:3]2[C:4]3([CH3:28])[CH:5]=[CH:6][C:7](=[O:27])[CH:8]=[C:9]3[CH2:10][CH2:11][CH:12]2[CH:13]2[CH2:14][CH2:15][C:16]([CH:17]([C:18](=[O:19])[OH:20])[OH:22])([OH:26])[C:23]2([CH3:25])[CH2:24]1.